Dataset: the Open Reaction Database (ORD), a public repository of structured organic reaction records. Task: describe an organic reaction: reactants, conditions, products, and yield Conditions: time 15 minute. RXN SMILES: [CH3:1][CH2:2][CH:3](P(OCC)(OCC)=O)[C:4]([O:6][CH2:7][CH3:8])=[O:5].[H-].[Na+].[CH2:19]([O:21][C:22]1[CH:23]=[C:24]([CH:27]=[CH:28][C:29]=1[OH:30])[CH:25]=O)[CH3:20].[Cl-].[NH4+].Cl>O1CCCC1>[CH2:19]([O:21][C:22]1[CH:23]=[C:24](/[CH:25]=[C:3](\[CH2:2][CH3:1])/[C:4]([O:6][CH2:7][CH3:8])=[O:5])[CH:27]=[CH:28][C:29]=1[OH:30])[CH3:20] |f:1.2,4.5|. Procedure details: A solution of 11.8 g (46 mmol) of triethyl 2-phosphonobutyrate in 20 mL of tetrahydrofuran is added to a mixture of 1.8 g (46 mmol) of sodium hydride in 20 mL of tetrahydrofuran at 0° C. The reaction medium is stirred for 15 minutes. A solution of 3.4 g (20 mmol) of 3-ethoxy-4-hydroxybenzaldehyde prepared as in Example 32a in 20 mL of tetrahydrofuran is then added to the reaction mixture and the reaction medium is stirred at room temperature for 3 days. The reaction medium is then poured into sa... The yield is 70.0%. Yields the product C(C)OC=1C=C(C=CC1O)\C=C(\C(=O)OCC)/CC (ethyl 2-[1-(3-ethoxy-4-hydroxyphenyl)meth-(E)-ylidene]butyrate). Run in O1CCCC1 (tetrahydrofuran), O1CCCC1 (tetrahydrofuran), O1CCCC1 (tetrahydrofuran). Starting materials: CCC(C(=O)OCC)P(=O)(OCC)OCC (triethyl 2-phosphonobutyrate), [H-].[Na+] (sodium hydride), [Cl-].[NH4+] (ammonium chloride), C(C)OC=1C=C(C=O)C=CC1O (3-ethoxy-4-hydroxybenzaldehyde), Cl (hydrochloric acid).